The task is: describe an organic reaction: reactants, conditions, products, and yield. This data is from the Open Reaction Database (ORD), a public repository of structured organic reaction records. The reactants are ClC=1C=C(C(=C(C1)C=1C=C2CCC(C2=C(C1)F)NC(=O)C1(CC1)N)C1=NOC(=N1)C)F (1-Amino-cyclopropanecarboxylic acid{(rac)-5-[5-chloro-3-fluoro-2-(5-methyl-[1,2,4]oxadiazol-3-yl)-phenyl]-7-fluoro-indan-1-yl}-amide), N1=NC=C(C=C1)C(=O)O (pyridazine-4-carboxylic acid). Product: ClC=1C=C(C(=C(C1)C=1C=C2CCC(C2=C(C1)F)NC(=O)C1(CC1)NC(=O)C1=CN=NC=C1)C1=NOC(=N1)C)F (Pyridazine-4-carboxylic acid(1-{(rac)-5-[5-chloro-3-fluoro-2-(5-methyl-[1,2,4]oxadiazol-3-yl)-phenyl]-7-fluoro-indan-1-ylcarbamoyl}-cyclopropyl)-amide). As a reaction SMILES: [Cl:1][C:2]1[CH:3]=[C:4]([F:31])[C:5]([C:25]2[N:29]=[C:28]([CH3:30])[O:27][N:26]=2)=[C:6]([C:8]2[CH:9]=[C:10]3[C:14](=[C:15]([F:17])[CH:16]=2)[CH:13]([NH:18][C:19]([C:21]2([NH2:24])[CH2:23][CH2:22]2)=[O:20])[CH2:12][CH2:11]3)[CH:7]=1.[N:32]1[CH:37]=[CH:36][C:35]([C:38](O)=[O:39])=[CH:34][N:33]=1>>[Cl:1][C:2]1[CH:3]=[C:4]([F:31])[C:5]([C:25]2[N:29]=[C:28]([CH3:30])[O:27][N:26]=2)=[C:6]([C:8]2[CH:9]=[C:10]3[C:14](=[C:15]([F:17])[CH:16]=2)[CH:13]([NH:18][C:19]([C:21]2([NH:24][C:38]([C:35]4[CH:36]=[CH:37][N:32]=[N:33][CH:34]=4)=[O:39])[CH2:23][CH2:22]2)=[O:20])[CH2:12][CH2:11]3)[CH:7]=1. Reported procedure: In analogy to the procedure described for the preparation of intermediate A-1 [B], 1-amino-cyclopropanecarboxylic acid{(rac)-5-[5-chloro-3-fluoro-2-(5-methyl-[1,2,4]oxadiazol-3-yl)-phenyl]-7-fluoro-indan-1-yl}-amide (example 32) has been coupled with pyridazine-4-carboxylic acid to yield the title compound as light yellow solid. MS: 551.1 (MH+, 1Cl). The reactants are FC1=CC=C(C=C1)[Si](CCl)(Cl)C1=CC=C(C=C1)F (bis(4-fluorophenyl)chlorochloromethylsilane), N1C=NC=C1.[K] (potassium imidazole), [H-].C(C(C)C)[Al+]CC(C)C (diisobutylaluminum hydride), ice water. The reagents and catalysts are S(=O)(=O)(O)[O-].C(CCC)[N+](CCCC)(CCCC)CCCC (tetrabutylammonium hydrogen sulfate). Run in C1(=CC=CC=C1)C (toluene), O1CCCC1 (tetrahydrofuran). Run at temperature -70 celsius. Product: FC1=CC=C(C=C1)[SiH](CN1C=NC=C1)C1=CC=C(C=C1)F ([bis(4-Fluorophenyl)](1H-imidazol-1-ylmethyl)silane). RXN SMILES: [F:1][C:2]1[CH:7]=[CH:6][C:5]([Si:8]([C:12]2[CH:17]=[CH:16][C:15]([F:18])=[CH:14][CH:13]=2)(Cl)[CH2:9]Cl)=[CH:4][CH:3]=1.[NH:19]1[CH:23]=[CH:22][N:21]=[CH:20]1.[K].[H-].C([Al+]CC(C)C)C(C)C>S([O-])(O)(=O)=O.C([N+](CCCC)(CCCC)CCCC)CCC.C1(C)C=CC=CC=1.O1CCCC1>[F:1][C:2]1[CH:7]=[CH:6][C:5]([SiH:8]([C:12]2[CH:17]=[CH:16][C:15]([F:18])=[CH:14][CH:13]=2)[CH2:9][N:19]2[CH:23]=[CH:22][N:21]=[CH:20]2)=[CH:4][CH:3]=1 |f:1.2,3.4,5.6,^1:23|. Procedure details: To a solution of 3.0 g (9.9 mmol) of bis(4-fluorophenyl)chlorochloromethylsilane and 50 mg of tetrabutylammonium hydrogen sulfate in 10 ml of toluene is added 2.2 g (20.5 mmol) of potassium imidazole. The resulting exotherm is controlled by cooling with ice-water. Th solution is heated at reflux for 5 hours and then was cooled to -70° C. A solution of 10.5 ml (10.5 mmol) of diisobutylaluminum hydride (1.0 molar) in tetrahydrofuran is then added dropwise, and the reaction is warmed to room temper... Starting materials: O=C1CC(SCc2ccccc2)N1, C1CCOC1, [H-], [Na+], O=S(=O)(OCCCc1ccccc1)C(F)(F)F. Product: O=C1CC(SCc2ccccc2)N1CCCc1ccccc1. Reaction SMILES: [CH2:1]([c:2]1[cH:3][cH:4][cH:5][cH:6][cH:7]1)[S:8][CH:9]1[CH2:10][C:11](=[O:13])[NH:12]1.[CH2:33]1[O:34][CH2:35][CH2:36][CH2:37]1.[H-:15].[Na+:14].[c:16]1([CH2:22][CH2:23][CH2:24][O:25][S:26]([C:27]([F:28])([F:29])[F:30])(=[O:31])=[O:32])[cH:17][cH:18][cH:19][cH:20][cH:21]1>>[CH2:1]([c:2]1[cH:3][cH:4][cH:5][cH:6][cH:7]1)[S:8][CH:9]1[CH2:10][C:11](=[O:13])[N:12]1[CH2:24][CH2:23][CH2:22][c:16]1[cH:17][cH:18][cH:19][cH:20][cH:21]1. Reactants: CC1(CC=C(C=2C=CC(=CC12)C(C#CC1=CC=C(C(=O)O)C=C1)O)C1=CC=C(C=C1)C)C (4-[3-(8,8-dimethyl-5-p-tolyl-7,8-dihydro-2-naphthyl)-3-hydroxyprop-1-ynyl]benzoic acid). Reagents/catalysts: [O-2].[O-2].[Mn+4] (manganese dioxide). Solvent: CCCCC (pentane), ClCCl (dichloromethane). Run at temperature 37 celsius. Product: CC1(CC=C(C=2C=CC(=CC12)C(C#CC1=CC=C(C(=O)O)C=C1)=O)C1=CC=C(C=C1)C)C (4-[3-(8,8-Dimethyl-5-p-tolyl-7,8-dihydro-2-naphthyl)-3-oxoprop-1-ynyl]benzoic acid). Yield: 20.0%. Reaction SMILES: [CH3:1][C:2]1([CH3:32])[C:11]2[CH:10]=[C:9]([CH:12]([OH:24])[C:13]#[C:14][C:15]3[CH:23]=[CH:22][C:18]([C:19]([OH:21])=[O:20])=[CH:17][CH:16]=3)[CH:8]=[CH:7][C:6]=2[C:5]([C:25]2[CH:30]=[CH:29][C:28]([CH3:31])=[CH:27][CH:26]=2)=[CH:4][CH2:3]1>CCCCC.ClCCl.[O-2].[O-2].[Mn+4]>[CH3:1][C:2]1([CH3:32])[C:11]2[CH:10]=[C:9]([C:12](=[O:24])[C:13]#[C:14][C:15]3[CH:23]=[CH:22][C:18]([C:19]([OH:21])=[O:20])=[CH:17][CH:16]=3)[CH:8]=[CH:7][C:6]=2[C:5]([C:25]2[CH:26]=[CH:27][C:28]([CH3:31])=[CH:29][CH:30]=2)=[CH:4][CH2:3]1 |f:3.4.5|. Procedure details: 0.1 g (0.237 mmol) of 4-[3-(8,8-dimethyl-5-p-tolyl-7,8-dihydro-2-naphthyl)-3-hydroxyprop-1-ynyl]benzoic acid (described in Example 15d) is dissolved in 2 ml of pentane and 2 ml of dichloromethane, 0.31 g (3.55 mmol) of manganese dioxide is then added and the medium is heated at 37° C. for 24 hours. The medium is filtered and concentrated, and the residue obtained is purified by chromatography (eluent: 85/15 heptane/ethyl acetate). A white solid is obtained (0.02 g; yield=20%). Starting materials: C(=C)C1=COC2=C1NC(=C2)C(=O)OCC (ethyl 3-vinyl-4H-furo[3,2-b]pyrrole-5-carboxylate). Reagents/catalysts: [Pd] (Pd/C). Solvent: CCOC(=O)C (EtOAc). Yields the product C(C)C1=COC2=C1NC(=C2)C(=O)OCC (ethyl 3-ethyl-4H-furo[3,2-b]pyrrole-5-carboxylate). Isolated yield 90.8%. Reaction SMILES: [CH:1]([C:3]1[C:7]2[NH:8][C:9]([C:11]([O:13][CH2:14][CH3:15])=[O:12])=[CH:10][C:6]=2[O:5][CH:4]=1)=[CH2:2]>CCOC(C)=O.[Pd]>[CH2:1]([C:3]1[C:7]2[NH:8][C:9]([C:11]([O:13][CH2:14][CH3:15])=[O:12])=[CH:10][C:6]=2[O:5][CH:4]=1)[CH3:2]. Procedure details: A solution of ethyl 3-vinyl-4H-furo[3,2-b]pyrrole-5-carboxylate (105 mg, 0.51 mmol) in EtOAc (8 mL) in a 40-mL scintillation vial was treated with 10% Pd/C (˜15 mg) and a balloon of H2. The system was evacuated and refilled three times with H2 before hydrogenating at rt for 6 h. The catalyst was removed by filtration over Celite® and the filtrate was concentrated. The crude product was purified by flash chromatography (0-10% EtOAc/heptane) to give ethyl 3-ethyl-4H-furo[3,2-b]pyrrole-5-carboxylat... The reactants are CC1(C)OB(c2ccc3c(c2)CCC3=O)OC1(C)C, Cc1cnc(Cl)nc1, [Na+], [Na+], O=C([O-])[O-], C1COCCO1, O, [Pd], c1ccc(P(c2ccccc2)c2ccccc2)cc1, c1ccc(P(c2ccccc2)c2ccccc2)cc1, c1ccc(P(c2ccccc2)c2ccccc2)cc1, c1ccc(P(c2ccccc2)c2ccccc2)cc1. Yields the product Cc1cnc(-c2ccc3c(c2)CCC3=O)nc1. Reaction SMILES: [CH3:1][C:2]1([CH3:3])[C:4]([CH3:5])([CH3:6])[O:7][B:8]([c:9]2[cH:10][c:11]3[c:15]([cH:16][cH:17]2)[C:14](=[O:18])[CH2:13][CH2:12]3)[O:19]1.[Cl:20][c:21]1[n:22][cH:23][c:24]([CH3:27])[cH:25][n:26]1.[Na+:28].[Na+:29].[O-:30][C:31](=[O:32])[O-:33].[O:34]1[CH2:35][CH2:36][O:37][CH2:38][CH2:39]1.[OH2:117].[Pd:116].[c:40]1([P:41]([c:42]2[cH:43][cH:44][cH:45][cH:46][cH:47]2)[c:48]2[cH:49][cH:50][cH:51][cH:52][cH:53]2)[cH:54][cH:55][cH:56][cH:57][cH:58]1.[c:59]1([P:60]([c:61]2[cH:62][cH:63][cH:64][cH:65][cH:66]2)[c:67]2[cH:68][cH:69][cH:70][cH:71][cH:72]2)[cH:73][cH:74][cH:75][cH:76][cH:77]1.[c:78]1([P:79]([c:80]2[cH:81][cH:82][cH:83][cH:84][cH:85]2)[c:86]2[cH:87][cH:88][cH:89][cH:90][cH:91]2)[cH:92][cH:93][cH:94][cH:95][cH:96]1.[c:97]1([P:98]([c:99]2[cH:100][cH:101][cH:102][cH:103][cH:104]2)[c:105]2[cH:106][cH:107][cH:108][cH:109][cH:110]2)[cH:111][cH:112][cH:113][cH:114][cH:115]1>>[c:9]1(-[c:21]2[n:22][cH:23][c:24]([CH3:27])[cH:25][n:26]2)[cH:10][c:11]2[c:15]([cH:16][cH:17]1)[C:14](=[O:18])[CH2:13][CH2:12]2. Starting materials: CCCS(=O)(=O)Cl, COc1ccccc1Oc1c(NS(=O)(=O)c2ccc(C(C)C)cn2)nc(C2CC2)nc1OCCN. The product is CCCS(=O)(=O)NCCOc1nc(C2CC2)nc(NS(=O)(=O)c2ccc(C(C)C)cn2)c1Oc1ccccc1OC. RXN SMILES: [CH2:36]([CH2:37][CH3:38])[S:39](=[O:40])(=[O:41])[Cl:42].[CH:1]([CH3:2])([CH3:3])[c:4]1[cH:5][cH:6][c:7]([S:10](=[O:11])(=[O:12])[NH:13][c:14]2[n:15][c:16]([CH:33]3[CH2:34][CH2:35]3)[n:17][c:18]([O:29][CH2:30][CH2:31][NH2:32])[c:19]2[O:20][c:21]2[c:22]([O:27][CH3:28])[cH:23][cH:24][cH:25][cH:26]2)[n:8][cH:9]1>>[CH:1]([CH3:2])([CH3:3])[c:4]1[cH:5][cH:6][c:7]([S:10](=[O:11])(=[O:12])[NH:13][c:14]2[n:15][c:16]([CH:33]3[CH2:34][CH2:35]3)[n:17][c:18]([O:29][CH2:30][CH2:31][NH:32][S:39]([CH2:36][CH2:37][CH3:38])(=[O:40])=[O:41])[c:19]2[O:20][c:21]2[c:22]([O:27][CH3:28])[cH:23][cH:24][cH:25][cH:26]2)[n:8][cH:9]1. Reactants: N#Cc1cc(F)ccc1Br, CC(C)(C)OC(=O)N1CCNCC1, C1COCCO1, CC(C)(C)[O-], [Na+], O=C(C=Cc1ccccc1)C=Cc1ccccc1, O=C(C=Cc1ccccc1)C=Cc1ccccc1, O=C(C=Cc1ccccc1)C=Cc1ccccc1, [Pd], [Pd]. The product is CC(C)(C)OC(=O)N1CCN(c2ccc(F)cc2C#N)CC1. As a reaction SMILES: [Br:14][c:15]1[c:16]([C:17]#[N:18])[cH:19][c:20]([F:23])[cH:21][cH:22]1.[C:1]([CH3:2])([CH3:3])([CH3:4])[O:5][C:6](=[O:7])[N:8]1[CH2:9][CH2:10][NH:11][CH2:12][CH2:13]1.[CH2:30]1[O:31][CH2:32][CH2:33][O:34][CH2:35]1.[CH3:24][C:25]([CH3:26])([O-:27])[CH3:28].[Na+:29].[O:38]=[C:39]([CH:40]=[CH:41][c:42]1[cH:43][cH:44][cH:45][cH:46][cH:47]1)[CH:48]=[CH:49][c:50]1[cH:51][cH:52][cH:53][cH:54][cH:55]1.[O:56]=[C:57]([CH:58]=[CH:59][c:60]1[cH:61][cH:62][cH:63][cH:64][cH:65]1)[CH:66]=[CH:67][c:68]1[cH:69][cH:70][cH:71][cH:72][cH:73]1.[O:74]=[C:75]([CH:76]=[CH:77][c:78]1[cH:79][cH:80][cH:81][cH:82][cH:83]1)[CH:84]=[CH:85][c:86]1[cH:87][cH:88][cH:89][cH:90][cH:91]1.[Pd:36].[Pd:37]>>[C:1]([CH3:2])([CH3:3])([CH3:4])[O:5][C:6](=[O:7])[N:8]1[CH2:9][CH2:10][N:11]([c:15]2[c:16]([C:17]#[N:18])[cH:19][c:20]([F:23])[cH:21][cH:22]2)[CH2:12][CH2:13]1. The reactants are C(=O)(O)CSC1=C(C(=O)O)C=CC=C1 (2-carboxymethylsulfanyl-benzoic acid), C[N+](=CCl)C.[Cl-] (Vilsmeier reagent), O=P(Cl)(Cl)Cl (POCl3), ice. Run in CN(C)C=O (DMF). Yields the product C[N+](=CCl)C.[Cl-] (Vilsmeier reagent), ClC=1C2=C(SC1CNC)C=CC=C2 (3-chlorobenzo[b]thiophen-2-ylmethyl methylamine). Yield: 68.0%. Reaction SMILES: O=P(Cl)(Cl)[Cl:3].[C:6]([CH2:9][S:10][C:11]1[CH:19]=[CH:18][CH:17]=[CH:16][C:12]=1[C:13](O)=O)(O)=O.[CH3:20][N+:21]([CH3:24])=[CH:22][Cl:23].[Cl-:25]>CN(C=O)C>[CH3:20][N+:21]([CH3:24])=[CH:22][Cl:23].[Cl-:3].[Cl:25][C:13]1[C:12]2[CH:16]=[CH:17][CH:18]=[CH:19][C:11]=2[S:10][C:9]=1[CH2:6][NH:21][CH3:20] |f:2.3,5.6|. Procedure details: Vilsmeier reagent was prepared via the dropwise addition of POCl3 (7.9 mL, 84 mmol) into ice-cold DMF (14 mL). A solution of 2-carboxymethylsulfanyl-benzoic acid (3.0 g, 14 mmol) in DMF (15 mL) was added dropwise to the Vilsmeier reagent. The resulting mixture was warmed to room temperature and then heated to 80° C. for 3.5 h. The reaction mixture was cooled to ambient temperature. Crushed ice was added until a bright yellow precipitate appeared. The solid was isolated by filtration. Purificatio...